Dataset: the Open Reaction Database (ORD), a public repository of structured organic reaction records. Task: describe an organic reaction: reactants, conditions, products, and yield Reactants: CO (methanol), CNCCNC (N1,N2-dimethylethane-1,2-diamine), CSC.B (Borane methyl sulfide), C(C1=CC=CC=C1)(C1=CC=CC=C1)N1CC2(C1)OCC(NC2)=O (2-Benzhydryl-5-oxa-2,8-diazaspiro[3.5]nonan-7-one), resultant solution. The solvent is C1CCOC1 (THF). The product is C(C1=CC=CC=C1)(C1=CC=CC=C1)N1CC2(C1)OCCNC2 (2-Benzhydryl-5-oxa-2,8-diazaspiro[3.5]nonane). As a reaction SMILES: CSC.B.[CH:5]([N:18]1[CH2:21][C:20]2([CH2:26][NH:25][C:24](=O)[CH2:23][O:22]2)[CH2:19]1)([C:12]1[CH:17]=[CH:16][CH:15]=[CH:14][CH:13]=1)[C:6]1[CH:11]=[CH:10][CH:9]=[CH:8][CH:7]=1.CO.CNCCNC>C1COCC1>[CH:5]([N:18]1[CH2:21][C:20]2([CH2:26][NH:25][CH2:24][CH2:23][O:22]2)[CH2:19]1)([C:6]1[CH:7]=[CH:8][CH:9]=[CH:10][CH:11]=1)[C:12]1[CH:13]=[CH:14][CH:15]=[CH:16][CH:17]=1 |f:0.1|. Reported procedure: Borane methyl sulfide complex (2M in THF, 10.7 mL) was added to a solution of 2-benzhydryl-5-oxa-2,8-diazaspiro[3.5]nonan-7-one (example 33, step e) (2 g) in dry THF (40 mL) and the resultant solution was stirred at 70° C. under nitrogen for 50 minutes. The mixture was cooled to room temperature and treated dropwise with methanol (40 mL) followed by N1,N2-dimethylethane-1,2-diamine (3.43 g). The mixture was heated at 70° C. for 6 hours. The solvent was removed under reduced pressure and the resi... The reactants are C(C1=CC=CC=C1)(=O)C1=C(C2=C(S1)C=CC(=C2)Cl)O (2-benzoyl-5-chloro-benzo[b]-thiophen-3-ol), P(Cl)(Cl)(Cl)(Cl)Cl (phosphorus(V) chloride), N (ammonia). Run in C(C)(=O)OCC (ethyl acetate). Product: N\C(=C\1/C(C2=C(S1)C=CC(=C2)Cl)=O)\C2=CC=CC=C2 ((E)-2-[(Amino)phenylmethylene]-5-chloro-benzo[b]thiophen-3(2H)-one). Isolated yield 57.0%. Reaction SMILES: [C:1]([C:9]1[S:13][C:12]2[CH:14]=[CH:15][C:16]([Cl:18])=[CH:17][C:11]=2[C:10]=1[OH:19])(=O)[C:2]1[CH:7]=[CH:6][CH:5]=[CH:4][CH:3]=1.P(Cl)(Cl)(Cl)(Cl)Cl.[NH3:26]>C(OCC)(=O)C>[NH2:26]/[C:1](/[C:2]1[CH:7]=[CH:6][CH:5]=[CH:4][CH:3]=1)=[C:9]1\[C:10](=[O:19])[C:11]2[CH:17]=[C:16]([Cl:18])[CH:15]=[CH:14][C:12]=2[S:13]\1. Procedure details: Prepared as in Example 1 from 2-benzoyl-5-chloro-benzo[b]-thiophen-3-ol, phosphorus(V) chloride and concentrated ammonia with a yield of 57% of theory. M.p. 172°-173° C. (ethyl acetate) The reactants are IC1=CC=C(N)C=C1 (4-iodoaniline), C[Si](C)(C)C#C (trimethylsilylacetylene). The reagents and catalysts are Cl[Pd]([P](C1=CC=CC=C1)(C2=CC=CC=C2)C3=CC=CC=C3)([P](C4=CC=CC=C4)(C5=CC=CC=C5)C6=CC=CC=C6)Cl (dichlorobis-(triphenylphosphine)palladium(II)), [Cu](I)I (copper iodide). Run in CN(C)C (trimethylamine). Reaction conditions: time 12 hour. Yields the product C[Si](C)(C)C#CC1=CC=C(N)C=C1 (4-trimethylsilylethynylaniline). The yield is 94.8%. Reaction SMILES: I[C:2]1[CH:8]=[CH:7][C:5]([NH2:6])=[CH:4][CH:3]=1.[CH3:9][Si:10]([C:13]#[CH:14])([CH3:12])[CH3:11]>CN(C)C.Cl[Pd](Cl)([P](C1C=CC=CC=1)(C1C=CC=CC=1)C1C=CC=CC=1)[P](C1C=CC=CC=1)(C1C=CC=CC=1)C1C=CC=CC=1.[Cu](I)I>[CH3:9][Si:10]([C:13]#[C:14][C:2]1[CH:8]=[CH:7][C:5]([NH2:6])=[CH:4][CH:3]=1)([CH3:12])[CH3:11] |^1:21,40|. Procedure details: As shown in the following Reaction 1, 300 mg (1.37 mmol) of 4-iodoaniline was melted in 5 mL of trimethylamine, and 0.20 mL (1.46 mmol, 1.07 eq) of trimethylsilylacetylene, 4 mg (0.0068 mmol, 0.5 mol %) of dichlorobis-(triphenylphosphine)palladium(II), and 2 mg (0.013 mmol, 1 mol %) of copper iodide were added thereto, and then the reaction solution was stirred under nitrogen atmosphere for 12 hours. Next, the reaction solution was filtered with ether, and was extracted with 10 mL of 2M ammonium...